describe an organic reaction: reactants, conditions, products, and yield From a dataset of the Open Reaction Database (ORD), a public repository of structured organic reaction records. Starting materials: O[C@@H]1[C@@H]2[C@]3(C=CC(C=C3CC[C@H]2[C@@H]2CC[C@](C(COC(C)=O)=O)([C@]2(C1)C)OC(C)=O)=O)C (11β-hydroxy-17,21-diacetoxy-3,20-dioxo-1, 4-pregnadiene), O[C@@H]1[C@@H]2[C@]3(C=CC(C=C3CC[C@H]2[C@@H]2CC[C@](C(COC(C)=O)=O)([C@]2(C1)C)OC(C)=O)=O)C (11β-hydroxy-17,21-diacetoxy-3,20-dioxo-1, 4-pregnadiene), alkyl acetylalkanoate, alkyl formylalkanoate, Cl(=O)(=O)(=O)O (perchloric acid), C[C@]12CCC(=O)C=C1CC[C@@H]3[C@@H]2[C@H](C[C@]4([C@H]3CC[C@@]4(C(=O)CO)O)C)O (Hydrocortisone), C[C@]12C[C@@H]([C@H]3[C@H]([C@@H]1CC[C@@]2(C(=O)CO)O)CCC4=CC(=O)C=C[C@]34C)O (prednisolone). Product: 17,20-carboxycyclic acetal pregnane, C(C)(=O)C(C(=O)OC)CC (methyl acetylbutyrate). As a reaction SMILES: C[C@@]12[C@H]3[C@@H](O)C[C@:15]4([CH3:25])[C@@:19](O)([C:20]([CH2:22]O)=[O:21])[CH2:18]C[C@H]4[C@@H]3CCC1=CC(=O)CC2.C[C@@]12[C@@](O)([C:37](CO)=[O:38])CC[C@H]1[C@@H]1CCC3[C@@](C)([C@H]1[C@@H](O)C2)C=CC(=O)C=3.[OH:53][C@H]1C[C@@]2(C)[C@@H](CC[C@]2(OC(=O)C)C(=O)COC(=O)C)[C@H]2[C@H]1[C@]1(C)C(CC2)=CC(=O)C=C1.Cl(O)(=O)(=O)=O>>[C:20]([CH:19]([CH2:15][CH3:25])[C:18]([O:38][CH3:37])=[O:53])(=[O:21])[CH3:22]. Procedure details: Hydrocortisone or prednisolone with 20-hydroxy and 20-carboxy groups are known, e.g., (III) methyl (20R)-11β,17, 20-trihydroxy-3-oxo-1,4-pregnadien-21-oate; and (III) is reacted with an alkyl acetylalkanoate or alkyl formylalkanoate in the presence of perchloric acid to produce the corresponding 17,20-carboxycyclic acetal pregnane derivatives, e.g., when methyl acetylbutyrate is used the product is (IV) methyl (20R)-11β-hydroxy-3-oxo-17,20-(methyl,methoxycarbonyl-n-propyl)methylenedioxy-1,4-preg... Starting materials: CON(C)C(=O)c1cncc(Br)c1, CC(C)n1cc(Br)c2c(Cl)ncnc21, [Li]CCCC, CC(C)O, CCOCC. Yields the product CC(C)n1cc(C(=O)c2cncc(Br)c2)c2c(Cl)ncnc21. As a reaction SMILES: [Br:20][c:21]1[cH:22][n:23][cH:24][c:25]([C:26](=[O:27])[N:28]([O:29][CH3:30])[CH3:31])[cH:32]1.[Br:6][c:7]1[cH:8][n:9]([CH:17]([CH3:18])[CH3:19])[c:10]2[n:11][cH:12][n:13][c:14]([Cl:16])[c:15]12.[CH3:1][CH2:2][CH2:3][CH2:4][Li:5].[CH3:33][CH:34]([OH:35])[CH3:36].[CH3:37][CH2:38][O:39][CH2:40][CH3:41]>>[c:7]1([C:26]([c:25]2[cH:24][n:23][cH:22][c:21]([Br:20])[cH:32]2)=[O:27])[cH:8][n:9]([CH:17]([CH3:18])[CH3:19])[c:10]2[n:11][cH:12][n:13][c:14]([Cl:16])[c:15]12.